This data is from the Open Reaction Database (ORD), a public repository of structured organic reaction records. The task is: describe an organic reaction: reactants, conditions, products, and yield Starting materials: C[Si](C)(C)CCOCn1nc(-c2cccc(NCc3ccccc3)n2)c2cnc(NCCN3CCCCC3)nc21, ClCCl. Product: c1ccc(CNc2cccc(-c3n[nH]c4nc(NCCN5CCCCC5)ncc34)n2)cc1. RXN SMILES: [CH2:1]([c:2]1[cH:3][cH:4][cH:5][cH:6][cH:7]1)[NH:8][c:9]1[cH:10][cH:11][cH:12][c:13](-[c:15]2[n:16][n:17]([CH2:33][O:34][CH2:35][CH2:36][Si:37]([CH3:38])([CH3:39])[CH3:40])[c:18]3[n:19][c:20]([NH:24][CH2:25][CH2:26][N:27]4[CH2:28][CH2:29][CH2:30][CH2:31][CH2:32]4)[n:21][cH:22][c:23]23)[n:14]1.[Cl:41][CH2:42][Cl:43]>>[CH2:1]([c:2]1[cH:3][cH:4][cH:5][cH:6][cH:7]1)[NH:8][c:9]1[cH:10][cH:11][cH:12][c:13](-[c:15]2[n:16][nH:17][c:18]3[n:19][c:20]([NH:24][CH2:25][CH2:26][N:27]4[CH2:28][CH2:29][CH2:30][CH2:31][CH2:32]4)[n:21][cH:22][c:23]23)[n:14]1. The reactants are CCO, COC(=O)CCCc1ccccc1[N+](=O)[O-]. The product is COC(=O)CCCc1ccccc1N. Reaction SMILES: [CH3:17][CH2:18][OH:19].[CH3:1][O:2][C:3]([CH2:4][CH2:5][CH2:6][c:7]1[c:8]([N+:13]([O-:14])=[O:15])[cH:9][cH:10][cH:11][cH:12]1)=[O:16]>>[CH3:1][O:2][C:3]([CH2:4][CH2:5][CH2:6][c:7]1[c:8]([NH2:13])[cH:9][cH:10][cH:11][cH:12]1)=[O:16]. Starting materials: BrC1=NN=C2N1C1=C(C(=NC2)C2=NC=CC=C2)C=C(C(=C1)[N+](=O)[O-])Br (1,8-dibromo-9-nitro-6-(2-pyridyl)-4H-s-triazolo[4,3-a][1,4]benzodiazepine), CN1CCNCC1 (1-methylpiperazine). The product is BrC=1C(=CC2=C(C(=NCC=3N2C(=NN3)N3CCN(CC3)C)C3=NC=CC=C3)C1)[N+](=O)[O-] (8-bromo-9-nitro-1-(4-methylpiperazino)-6-(2-pyridyl)-4H-s-triazolo[4,3-a][1,4]benzodiazepine). As a reaction SMILES: Br[C:2]1[N:6]2[C:7]3[CH:21]=[C:20]([N+:22]([O-:24])=[O:23])[C:19]([Br:25])=[CH:18][C:8]=3[C:9]([C:12]3[CH:17]=[CH:16][CH:15]=[CH:14][N:13]=3)=[N:10][CH2:11][C:5]2=[N:4][N:3]=1.[CH3:26][N:27]1[CH2:32][CH2:31][NH:30][CH2:29][CH2:28]1>>[Br:25][C:19]1[C:20]([N+:22]([O-:24])=[O:23])=[CH:21][C:7]2[N:6]3[C:2]([N:30]4[CH2:31][CH2:32][N:27]([CH3:26])[CH2:28][CH2:29]4)=[N:3][N:4]=[C:5]3[CH2:11][N:10]=[C:9]([C:12]3[CH:17]=[CH:16][CH:15]=[CH:14][N:13]=3)[C:8]=2[CH:18]=1. Procedure: In the manner given in Example 1, 1,8-dibromo-9-nitro-6-(2-pyridyl)-4H-s-triazolo[4,3-a][1,4]benzodiazepine is heated with 1-methylpiperazine to give 8-bromo-9-nitro-1-(4-methylpiperazino)-6-(2-pyridyl)-4H-s-triazolo[4,3-a][1,4]benzodiazepine. Reactants: CC1=C(C=CC(=C1)C)N1CCNCC1 (1-(2,4-dimethylphenyl)piperazine), C1(=C(C=CC=C1)CN1CCN(CC1)C1=CC=CC=C1)C1=CC=CC=C1 (1-(biphenyl-2-ylmethyl)-4-phenylpiperazine), C=1(C(=CC=CC1)C=O)C1=CC=CC=C1 (biphenyl-2-carbaldehyde), [BH-](OC(=O)C)(OC(=O)C)OC(=O)C.[Na+] (NaBH(OAc)3). Product: C1(=C(C=CC=C1)CN1CCN(CC1)C1=C(C=C(C=C1)C)C)C1=CC=CC=C1 (1-(biphenyl-2-ylmethyl)-4-(2,4-dimethylphenyl)piperazine). Reaction SMILES: [CH3:1][C:2]1[CH:7]=[C:6]([CH3:8])[CH:5]=[CH:4][C:3]=1[N:9]1[CH2:14][CH2:13][NH:12][CH2:11][CH2:10]1.[C:15]1([C:23]2[CH:28]=[CH:27][CH:26]=[CH:25][CH:24]=2)[C:16]([CH:21]=O)=[CH:17][CH:18]=[CH:19][CH:20]=1.[BH-](OC(C)=O)(OC(C)=O)OC(C)=O.[Na+].C1(C2C=CC=CC=2)C=CC=CC=1CN1CCN(C2C=CC=CC=2)CC1>>[C:15]1([C:23]2[CH:24]=[CH:25][CH:26]=[CH:27][CH:28]=2)[CH:20]=[CH:19][CH:18]=[CH:17][C:16]=1[CH2:21][N:12]1[CH2:11][CH2:10][N:9]([C:3]2[CH:4]=[CH:5][C:6]([CH3:8])=[CH:7][C:2]=2[CH3:1])[CH2:14][CH2:13]1 |f:2.3|. Reported procedure: 201.6 mg of the target compound (0.57 mmol, 69.0%) was obtained using 1-(2,4-dimethylphenyl)piperazine (312 mg, 1.64 mmol), biphenyl-2-carbaldehyde (150 mg, 0.82 mmol) and NaBH(OAc)3 (529 mg, 2.46 mmol) according to the synthesis method of Compound 1. Starting materials: S1C(=NC2=C1C=CC=C2)C(C=2C=C(C=CC2)OS(=O)(=O)C(F)(F)F)OC2CCN(CC2)C (trifluoromethanesulfonic acid 3-[benzothiazol-2-yl(1-methylpiperidin-4-yloxy)methyl]phenyl ester), ferric acetylacetonate, C(CCC)[Mg]Cl (butylmagnesium chloride), solution, C(CCC)[Mg]Cl (butylmagnesium chloride). The solvent is C(C)OCC (diethyl ether), O1CCCC1 (tetrahydrofurane), CN1C(CCC1)=O (N-methylpyrrolidone), O1CCCC1 (tetrahydrofurane), O1CCCC1 (tetrahydrofurane). Conditions: temperature 0 celsius, time 25 minute. The product is C(CCC)C=1C=C(C=CC1)C(C=1SC2=C(N1)C=CC=C2)OC2CCN(CC2)C (2-[(3-butylphenyl)(1-methylpiperidin-4-yloxy)methyl]benzothiazole). As a reaction SMILES: [S:1]1[C:5]2[CH:6]=[CH:7][CH:8]=[CH:9][C:4]=2[N:3]=[C:2]1[CH:10]([O:25][CH:26]1[CH2:31][CH2:30][N:29]([CH3:32])[CH2:28][CH2:27]1)[C:11]1[CH:12]=[C:13](OS(C(F)(F)F)(=O)=O)[CH:14]=[CH:15][CH:16]=1.[CH2:33]([Mg]Cl)[CH2:34][CH2:35][CH3:36]>O1CCCC1.CN1CCCC1=O.C(OCC)C>[CH2:33]([C:13]1[CH:12]=[C:11]([CH:10]([O:25][CH:26]2[CH2:31][CH2:30][N:29]([CH3:32])[CH2:28][CH2:27]2)[C:2]2[S:1][C:5]3[CH:6]=[CH:7][CH:8]=[CH:9][C:4]=3[N:3]=2)[CH:16]=[CH:15][CH:14]=1)[CH2:34][CH2:35][CH3:36]. Reported procedure: To a mixture of trifluoromethanesulfonic acid 3-[benzothiazol-2-yl(1-methylpiperidin-4-yloxy)methyl]phenyl ester (110 mg) and ferric acetylacetonate (4 mg) in a mixture of tetrahydrofurane (4.5 mL) and N-methylpyrrolidone (0.25 mL) cooled at 0° C. is added a 2M solution of butylmagnesium chloride in tetrahydrofurane (150 μL). The mixture is stirred at room temperature for 25 min, then warmed at 30° C. for 15 min. A second addition of butylmagnesium chloride in tetrahydrofurane (150 μL) is perfor... Reactants: C=O (formaldehyde), NC1=C(C=CC=C1)NC(=O)[C@@H]1N(CC[C@H](C1)NC(=O)NC=1C=NC(=CC1)C(F)(F)F)C(=O)OC(C)(C)C ((2R,4R)-tert-butyl 2-((2-aminophenyl)carbamoyl)-4-(3-(6-(trifluoromethyl)pyridin-3-yl)ureido)piperidine-1-carboxylate), C(#N)[BH3-].[Na+] (sodium cyanoborohydride), C1CCOC1 (THF). Run in O (water), CO (methanol), C(C)(=O)O (acetic acid). Conditions: temperature 65 celsius, time 2 hour. The product is N1C(=NC2=C1C=CC=C2)[C@@H]2N(CC[C@H](C2)NC(=O)NC=2C=NC(=CC2)C(F)(F)F)C (1-((2R,4R)-2-(1H-benzo[d]imidazol-2-yl)-1-methylpiperidin-4-yl)-3-(6-(trifluoromethyl)pyridin-3-yl)urea). The yield is 61.5%. RXN SMILES: [NH2:1][C:2]1[CH:7]=[CH:6][CH:5]=[CH:4][C:3]=1[NH:8][C:9]([C@H:11]1[CH2:16][C@H:15]([NH:17][C:18]([NH:20][C:21]2[CH:22]=[N:23][C:24]([C:27]([F:30])([F:29])[F:28])=[CH:25][CH:26]=2)=[O:19])[CH2:14][CH2:13][N:12]1[C:31](OC(C)(C)C)=O)=O.C=O.C([BH3-])#N.[Na+].C1COCC1>C(O)(=O)C.O.CO>[NH:8]1[C:3]2[CH:4]=[CH:5][CH:6]=[CH:7][C:2]=2[N:1]=[C:9]1[C@H:11]1[CH2:16][C@H:15]([NH:17][C:18]([NH:20][C:21]2[CH:22]=[N:23][C:24]([C:27]([F:30])([F:29])[F:28])=[CH:25][CH:26]=2)=[O:19])[CH2:14][CH2:13][N:12]1[CH3:31] |f:2.3|. Procedure details: (2R,4R)-tert-butyl 2-((2-aminophenyl)carbamoyl)-4-(3-(6-(trifluoromethyl)pyridin-3-yl)ureido)piperidine-1-carboxylate (550 mg, 1.05 mmol) was dissolved in acetic acid (5 mL) and stirred at 65° C. for 2 hours. The reaction mixture was concentrated under reduced pressure to remove acetic acid. Then TFA (3 mL) was added to the residue. The resulting solution was stirred at room temperature for 2 hours. The reaction mixture was concentrated to remove TFA and did next reaction without further purific...